From a dataset of the Open Reaction Database (ORD), a public repository of structured organic reaction records. describe an organic reaction: reactants, conditions, products, and yield The reactants are Cl.N12C[C@@H](C(CC1)CC2)NC(=O)C=2SC1=C(C2)C=CC=C1Br (N-[(3R)-1-azabicyclo[2.2.2]oct-3-yl]-7-bromo-1-benzothiophene-2-carboxamide hydrochloride), C(C)(=O)C1=CC=C(S1)B(O)O (5-acetyl-2-thienylboronic acid), C([O-])([O-])=O.[Na+].[Na+] (sodium carbonate). Reagents/catalysts: C1=CC=C(C=C1)P([C-]2C=CC=C2)C3=CC=CC=C3.C1=CC=C(C=C1)P([C-]2C=CC=C2)C3=CC=CC=C3.Cl[Pd]Cl.[Fe+2] (PdCl2(dppf)). The solvent is CN(C)C=O (DMF). Run at temperature 85 celsius, time 14 hour. The product is Cl.C(C)(=O)C1=CC=C(S1)C1=CC=CC=2C=C(SC21)C(=O)N[C@H]2CN1CCC2CC1 (7-(5-Acetyl-2-thienyl)-N-[(3R)-1-azabicyclo[2.2.2]oct-3-yl]-1-benzothiophene-2-carboxamide hydrochloride). As a reaction SMILES: [ClH:1].[N:2]12[CH2:9][CH2:8][CH:5]([CH2:6][CH2:7]1)[C@@H:4]([NH:10][C:11]([C:13]1[S:14][C:15]3[C:21](Br)=[CH:20][CH:19]=[CH:18][C:16]=3[CH:17]=1)=[O:12])[CH2:3]2.[C:23]([C:26]1[S:30][C:29](B(O)O)=[CH:28][CH:27]=1)(=[O:25])[CH3:24].C(=O)([O-])[O-].[Na+].[Na+]>C1C=CC(P(C2C=CC=CC=2)[C-]2C=CC=C2)=CC=1.C1C=CC(P(C2C=CC=CC=2)[C-]2C=CC=C2)=CC=1.Cl[Pd]Cl.[Fe+2].CN(C=O)C>[ClH:1].[C:23]([C:26]1[S:30][C:29]([C:21]2[C:15]3[S:14][C:13]([C:11]([NH:10][C@@H:4]4[CH:5]5[CH2:8][CH2:9][N:2]([CH2:7][CH2:6]5)[CH2:3]4)=[O:12])=[CH:17][C:16]=3[CH:18]=[CH:19][CH:20]=2)=[CH:28][CH:27]=1)(=[O:25])[CH3:24] |f:0.1,3.4.5,6.7.8.9,11.12|. Procedure: 100 mg (0.25 mmol) of N-[(3R)-1-azabicyclo[2.2.2]oct-3-yl]-7-bromo-1-benzothiophene-2-carboxamide hydrochloride (Example 8A) and 42.3 mg (0.25 mmol) of 5-acetyl-2-thienylboronic acid are introduced into 1.5 ml of DMF. Addition of 0.37 ml of 2 M sodium carbonate solution and 9.11 mg (0.01 mmol) of PdCl2(dppf) is followed by heating to 85° C. After 14 h, the reaction mixture is filtered through kieselguhr and purified by preparative HPLC. The product fractions are concentrated, taken up in a 5:1 m... Starting materials: CC1CC(N(Cc2ccccc2)Cc2ccccc2)CC1c1cnc2cnc3c(ccn3COCC[Si](C)(C)C)n12, OC(F)(F)CF, [H][H], [OH-], [OH-], [Pd+2]. Product: CC1CC(N)CC1c1cnc2cnc3c(ccn3COCC[Si](C)(C)C)n12. RXN SMILES: [CH2:1]([N:8]([CH2:2][c:3]1[cH:4][cH:5][cH:6][cH:7][cH:35]1)[CH:9]1[CH2:10][CH:11]([CH3:34])[CH:12]([c:14]2[cH:15][n:16][c:17]3[n:18]2[c:19]2[c:20]([n:21][cH:22]3)[n:23]([CH2:26][O:27][CH2:28][CH2:29][Si:30]([CH3:31])([CH3:32])[CH3:33])[cH:24][cH:25]2)[CH2:13]1)[c:36]1[cH:37][cH:38][cH:39][cH:40][cH:41]1.[F:44][CH2:45][C:46]([F:47])([F:48])[OH:49].[H:42][H:43].[OH-:50].[OH-:52].[Pd+2:51]>>[NH2:8][CH:9]1[CH2:10][CH:11]([CH3:34])[CH:12]([c:14]2[cH:15][n:16][c:17]3[n:18]2[c:19]2[c:20]([n:21][cH:22]3)[n:23]([CH2:26][O:27][CH2:28][CH2:29][Si:30]([CH3:31])([CH3:32])[CH3:33])[cH:24][cH:25]2)[CH2:13]1. Reactants: C(C)OCC (diethyl ether), [OH-].[Na+] (Sodium hydroxide), Cl (hydrochloric acid), BrC1=CC=C(C=C1)C(C(Cl)Cl)=O (1-(4-bromo-phenyl)-2,2-dichloro-ethanone). The solvent is O (water). Reaction conditions: time 1 hour. Product: BrC1=CC=C(C=C1)C(C(=O)O)O ((4-bromo-phenyl)-hydroxy-acetic acid). As a reaction SMILES: [OH-:1].[Na+].[Br:3][C:4]1[CH:9]=[CH:8][C:7]([C:10](=[O:14])[CH:11](Cl)Cl)=[CH:6][CH:5]=1.Cl.C([O:18]CC)C>O>[Br:3][C:4]1[CH:9]=[CH:8][C:7]([CH:10]([OH:14])[C:11]([OH:18])=[O:1])=[CH:6][CH:5]=1 |f:0.1|. Procedure details: Sodium hydroxide (72 g, 1.8 mol) is dissolved in 650 ml of water. The solution is heated to +60° C. and 1-(4-bromo-phenyl)-2,2-dichloro-ethanone (130 g, 0.48 mol) is added dropwise in order to control the reaction temperature not to exceed +65° C. After the addition is complete, stirring is continued for 1 hour at +60° C. The reaction mixture is then cooled to +15° C. and 95 ml of 10 N hydrochloric acid are added. Subsequently diethyl ether is added and the mixture is stirred vigorously for 30 m... The reactants are BrC=1C=CC2=C(C=C(CCN2C(=O)OC(C)(C)C)C(=O)OC)C1 (methyl 7-bromo-1-(t-butoxycarbonyl)-2,3-dihydro-1H-1-benzazepine-4-carboxylate), Cl (hydrochloric acid), [OH-].[Na+] (sodium hydroxide). The solvent is C(C)(=O)OCC (ethyl acetate). Run at temperature 80 celsius, time 2 hour. Product: BrC=1C=CC2=C(C=C(CCN2)C(=O)OC)C1 (methyl 7-bromo-2,3-dihydro-1H-1-benzazepine-4-carboxylate). Yield: 90.3%. Reaction SMILES: [Br:1][C:2]1[CH:3]=[CH:4][C:5]2[N:11](C(OC(C)(C)C)=O)[CH2:10][CH2:9][C:8]([C:19]([O:21][CH3:22])=[O:20])=[CH:7][C:6]=2[CH:23]=1.Cl.[OH-].[Na+]>C(OCC)(=O)C>[Br:1][C:2]1[CH:3]=[CH:4][C:5]2[NH:11][CH2:10][CH2:9][C:8]([C:19]([O:21][CH3:22])=[O:20])=[CH:7][C:6]=2[CH:23]=1 |f:2.3|. Procedure details: In ethyl acetate (50 ml) was dissolved methyl 7-bromo-1-(t-butoxycarbonyl)-2,3-dihydro-1H-1-benzazepine-4-carboxylate (1.5 g). To the solution was added 6N hydrochloric acid (2 ml), and the mixture was heated to stir at 80° C. for 2 hours, neutralized with 1N sodium hydroxide solution and extracted with ethyl acetate. The organic layer was washed with water and saturated brine and dried with anhydrous magnesium sulfate. The solvent was evaporated to give methyl 7-bromo-2,3-dihydro-1H-1-benzazepi...